Dataset: the Open Reaction Database (ORD), a public repository of structured organic reaction records. Task: describe an organic reaction: reactants, conditions, products, and yield The reactants are BrC=1C=C(C=CC1F)CN(C(=O)C=1C=C(C(=O)OC)C=CC1)C (methyl 3-{[[(3-bromo-4-fluorophenyl)methyl]-(methyl)amino]carbonyl}benzoate), C(=O)C1=CC=C(C=C1)B(O)O ((4-formylphenyl)boronic acid), C(=O)([O-])[O-].[K+].[K+] (K2CO3). The reagents and catalysts are C=1C=CC(=CC1)[P](C=2C=CC=CC2)(C=3C=CC=CC3)[Pd]([P](C=4C=CC=CC4)(C=5C=CC=CC5)C=6C=CC=CC6)([P](C=7C=CC=CC7)(C=8C=CC=CC8)C=9C=CC=CC9)[P](C=1C=CC=CC1)(C=1C=CC=CC1)C=1C=CC=CC1 (Pd(PPh3)4). Solvent: O1CCOCC1.O (p-dioxane H2O). Run at temperature 130 celsius. Yields the product FC1=CC=C(C=C1C1=CC(=CC=C1)C=O)CN(C(=O)C=1C=C(C(=O)OC)C=CC1)C (Methyl 3-{[[(6-fluoro-3′-formyl-3-biphenylyl)methyl](methyl)amino]carbonyl}benzoate). Isolated yield 86.3%. RXN SMILES: Br[C:2]1[CH:3]=[C:4]([CH2:9][N:10]([CH3:23])[C:11]([C:13]2[CH:14]=[C:15]([CH:20]=[CH:21][CH:22]=2)[C:16]([O:18][CH3:19])=[O:17])=[O:12])[CH:5]=[CH:6][C:7]=1[F:8].[CH:24]([C:26]1[CH:31]=[CH:30][C:29](B(O)O)=[CH:28][CH:27]=1)=[O:25].C([O-])([O-])=O.[K+].[K+]>O1CCOCC1.O.C1C=CC([P]([Pd]([P](C2C=CC=CC=2)(C2C=CC=CC=2)C2C=CC=CC=2)([P](C2C=CC=CC=2)(C2C=CC=CC=2)C2C=CC=CC=2)[P](C2C=CC=CC=2)(C2C=CC=CC=2)C2C=CC=CC=2)(C2C=CC=CC=2)C2C=CC=CC=2)=CC=1>[F:8][C:7]1[C:2]([C:28]2[CH:29]=[CH:30][CH:31]=[C:26]([CH:24]=[O:25])[CH:27]=2)=[CH:3][C:4]([CH2:9][N:10]([CH3:23])[C:11]([C:13]2[CH:14]=[C:15]([CH:20]=[CH:21][CH:22]=2)[C:16]([O:18][CH3:19])=[O:17])=[O:12])=[CH:5][CH:6]=1 |f:2.3.4,5.6,^1:51,53,72,91|. Reported procedure: To a solution of methyl 3-{[[(3-bromo-4-fluorophenyl)methyl]-(methyl)amino]carbonyl}benzoate (0.20 g, 0.526 mmol) in p-dioxane/H2O (4.5/1.5 mL) was added (4-formylphenyl)boronic acid (0.118 g, 0.789 mmol), Pd(PPh3)4 (0.030 g, 0.026 mmol), and K2CO3 (0.29 mL, 2.1 mmol). The mixture was heated in a microwave at 130° C. for 15 min. It was then filtered, concentrated and the concentrate purified by CombiFlash chromatograph to afford the title compound 0.184 g (86%). LC-MS m/z 406 (M+H)+. Starting materials: Cc1ccccc1, CC(=O)C(C)(C)C, C=CC(C)=CCCl, [K+], [OH-]. The product is C=CC(C)=CCCC(=O)C(C)(C)C. RXN SMILES: [CH3:17][c:18]1[cH:19][cH:20][cH:21][cH:22][cH:23]1.[CH3:8][C:9]([C:10]([CH3:11])=[O:12])([CH3:13])[CH3:14].[Cl:1][CH2:2][CH:3]=[C:4]([CH:5]=[CH2:6])[CH3:7].[K+:16].[OH-:15]>>[CH2:2]([CH:3]=[C:4]([CH:5]=[CH2:6])[CH3:7])[CH2:11][C:10]([C:9]([CH3:8])([CH3:13])[CH3:14])=[O:12]. Starting materials: Cl (hydrochloric acid), ClC=1C=C(C=C(C1S)Cl)CCO (2-(3,5-Dichloro-4-mercapto-phenyl)-ethanol), ClC=1N=NC(=CC1C(C)C)Cl (3,6-dichloro-4-isopropyl pyridazine), C([O-])([O-])=O.[K+].[K+] (potassium carbonate). The solvent is CS(=O)C (dimethyl sulfoxide), O (water). Run at temperature 90 celsius. Product: petroleum ether ethyl acetate, ClC=1C=C(C=C(C1SC=1N=NC(=C(C1)C(C)C)Cl)Cl)CCO (2-[3,5-Dichloro-4-(6-chloro-5-isopropyl-pyridazin-3-ylsulfanyl)-phenyl]-ethanol). Isolated yield 52.4%. As a reaction SMILES: [Cl:1][C:2]1[CH:3]=[C:4]([CH2:10][CH2:11][OH:12])[CH:5]=[C:6]([Cl:9])[C:7]=1[SH:8].[Cl:13][C:14]1[N:15]=[N:16][C:17](Cl)=[CH:18][C:19]=1[CH:20]([CH3:22])[CH3:21].C(=O)([O-])[O-].[K+].[K+].Cl>CS(C)=O.O>[Cl:1][C:2]1[CH:3]=[C:4]([CH2:10][CH2:11][OH:12])[CH:5]=[C:6]([Cl:9])[C:7]=1[S:8][C:17]1[N:16]=[N:15][C:14]([Cl:13])=[C:19]([CH:20]([CH3:22])[CH3:21])[CH:18]=1 |f:2.3.4|. Procedure: A solution of 2-(3,5-dichloro-4-mercapto-phenyl)-ethanol (73) (620 mg, 2.78 mmol) in dimethyl sulfoxide (25 mL) was treated with 3,6-dichloro-4-isopropyl-pyridazine (7) (530 mg, 2.78 mmol) and potassium carbonate (1.54 g, 11.12). The resulting mixture was heated to 90° C. for 18 h. At this time, the reaction was cooled to 25° C., poured into a solution of water (200 mL) and a 1N aqueous hydrochloric acid solution (25 mL). The mixture was extracted with ethyl acetate (2×200 mL). The organics were... Starting materials: [N+](=O)([O-])C=1C=C(C=2CCN(C(C2C1)=O)C(CCC)CCC)C(=O)[O-] (7-nitro-1-oxo-2-(1-propylbutyl)-1,2,3,4-tetrahydroisoquinoline-5-carboxylate), [H][H] (hydrogen), CO (methanol). The reagents and catalysts are [Pd] (palladium-on-carbon). Product: NC=1C=C(C=2CCN(C(C2C1)=O)C(CCC)CCC)C(=O)OC (methyl 7-amino-1-oxo-2-(1-propylbutyl)-1,2,3,4-tetrahydroisoquinoline-5-carboxylate). Reaction SMILES: [N+:1]([C:4]1[CH:5]=[C:6]([C:22]([O-:24])=[O:23])[C:7]2[CH2:8][CH2:9][N:10]([CH:15]([CH2:19][CH2:20][CH3:21])[CH2:16][CH2:17][CH3:18])[C:11](=[O:14])[C:12]=2[CH:13]=1)([O-])=O.[H][H].[CH3:27]O>[Pd]>[NH2:1][C:4]1[CH:5]=[C:6]([C:22]([O:24][CH3:27])=[O:23])[C:7]2[CH2:8][CH2:9][N:10]([CH:15]([CH2:19][CH2:20][CH3:21])[CH2:16][CH2:17][CH3:18])[C:11](=[O:14])[C:12]=2[CH:13]=1. Procedure details: 8.6 g of 7-nitro-1-oxo-2-(1-propylbutyl)-1,2,3,4-tetrahydroisoquinoline-5-carboxylate, 10 cm3 of methanol and 28 mg of 10% (dry basis) palladium-on-carbon are stirred under 2 bar of hydrogen in an autoclave for 2 h 20 min at a temperature of 25° C. The catalyst is filtered through a Celite 545 pellet and washed with 2 lots of 100 cm3 of methanol. The filtrate is then concentrated under reduced pressure (5 kPa). 7.7 g of methyl 7-amino-1-oxo-2-(1-propylbutyl)-1,2,3,4-tetrahydroisoquinoline-5-carb... Reactants: ClC1=NC=C(C=2NC=3C=CC=CC3C21)C(=O)N (1-Chloro-5H-pyrido[4,3-b]indole-4-carboxamide), C1CCOC1.CCOC(=O)C (THF EtOAc), C(=O)(O)[O-].[Na+] (NaHCO3), BrBr (Br2). Reagents/catalysts: [Zn] (Zn). The solvent is C1CCOC1 (THF), CC(=O)O (AcOH). Reaction conditions: time 1 hour. Yields the product BrC1=CC=2C3=C(NC2C=C1)C(=CN=C3Cl)C(=O)N (8-Bromo-1-chloro-5H-pyrido[4,3-b]indole-4-carboxamide). Reaction SMILES: [Cl:1][C:2]1[C:14]2[C:13]3[CH:12]=[CH:11][CH:10]=[CH:9][C:8]=3[NH:7][C:6]=2[C:5]([C:15]([NH2:17])=[O:16])=[CH:4][N:3]=1.[Br:18]Br.C1COCC1.CCOC(C)=O.C([O-])(O)=O.[Na+]>CC(O)=O.C1COCC1.[Zn]>[Br:18][C:11]1[CH:10]=[CH:9][C:8]2[NH:7][C:6]3[C:5]([C:15]([NH2:17])=[O:16])=[CH:4][N:3]=[C:2]([Cl:1])[C:14]=3[C:13]=2[CH:12]=1 |f:2.3,4.5|. Procedure: To a suspension of 1-chloro-5H-pyrido[4,3-b]indole-4-carboxamide (Example 10 Step 3) in AcOH (0.15 M) at room temperature was added Br2 (10 equiv) to provide a homogeneous mixture. After standing at room temperature a precipitate formed, and after 1 h, a suspension of Zn powder (excess) in THF was added in a cold water bath. After a period of 10 min, the reaction mixture was poured over THF/EtOAc and saturated NaHCO3. After separation of the organic phase, the aqueous phase was extracted again w... The reactants are COc1ccc(CCNCCCOc2cc(-c3ccc(OC)c(OC)c3)nn2Cc2ccccc2)cc1OC, CC(=O)O, [H][H]. Product: COc1ccc(CCNCCCOc2cc(-c3ccc(OC)c(OC)c3)[nH]n2)cc1OC. As a reaction SMILES: [CH3:1][O:2][c:3]1[cH:4][c:5]([CH2:11][CH2:12][NH:13][CH2:14][CH2:15][CH2:16][O:17][c:18]2[n:19]([CH2:33][c:34]3[cH:35][cH:36][cH:37][cH:38][cH:39]3)[n:20][c:21](-[c:23]3[cH:24][c:25]([O:31][CH3:32])[c:26]([O:29][CH3:30])[cH:27][cH:28]3)[cH:22]2)[cH:6][cH:7][c:8]1[O:9][CH3:10].[CH3:42][C:43](=[O:44])[OH:45].[H:40][H:41]>>[CH3:1][O:2][c:3]1[cH:4][c:5]([CH2:11][CH2:12][NH:13][CH2:14][CH2:15][CH2:16][O:17][c:18]2[n:19][nH:20][c:21](-[c:23]3[cH:24][c:25]([O:31][CH3:32])[c:26]([O:29][CH3:30])[cH:27][cH:28]3)[cH:22]2)[cH:6][cH:7][c:8]1[O:9][CH3:10]. The reactants are O=C(CCCBr)OCc1ccccc1, O=C([O-])[O-], CC(C)=O, [K+], [K+], c1c[nH]cn1. Yields the product O=C(CCCn1ccnc1)OCc1ccccc1. As a reaction SMILES: [Br:1][CH2:2][CH2:3][CH2:4][C:5](=[O:6])[O:7][CH2:8][c:9]1[cH:10][cH:11][cH:12][cH:13][cH:14]1.[C:20](=[O:21])([O-:22])[O-:23].[CH3:26][C:27](=[O:28])[CH3:29].[K+:24].[K+:25].[nH:15]1[cH:16][n:17][cH:18][cH:19]1>>[CH2:2]([CH2:3][CH2:4][C:5](=[O:6])[O:7][CH2:8][c:9]1[cH:10][cH:11][cH:12][cH:13][cH:14]1)[n:15]1[cH:16][n:17][cH:18][cH:19]1.